Dataset: the Open Reaction Database (ORD), a public repository of structured organic reaction records. Task: describe an organic reaction: reactants, conditions, products, and yield Reactants: CO, COc1cc2c(cc1OC)CC(N(C)CCCNC(=O)Cc1cc(Cl)c(Cl)cc1[N+](=O)[O-])CC2, NN, O. The product is COc1cc2c(cc1OC)CC(N(C)CCCNC(=O)Cc1cc(Cl)c(Cl)cc1N)CC2. Reaction SMILES: [CH3:38][OH:39].[Cl:1][c:2]1[cH:3][c:4]([N+:32]([O-:33])=[O:34])[c:5]([CH2:9][C:10](=[O:11])[NH:12][CH2:13][CH2:14][CH2:15][N:16]([CH:17]2[CH2:18][c:19]3[cH:20][c:21]([O:29][CH3:30])[c:22]([O:27][CH3:28])[cH:23][c:24]3[CH2:25][CH2:26]2)[CH3:31])[cH:6][c:7]1[Cl:8].[NH2:36][NH2:37].[OH2:35]>>[Cl:1][c:2]1[cH:3][c:4]([NH2:32])[c:5]([CH2:9][C:10](=[O:11])[NH:12][CH2:13][CH2:14][CH2:15][N:16]([CH:17]2[CH2:18][c:19]3[cH:20][c:21]([O:29][CH3:30])[c:22]([O:27][CH3:28])[cH:23][c:24]3[CH2:25][CH2:26]2)[CH3:31])[cH:6][c:7]1[Cl:8]. As a reaction SMILES: [Br:2][c:3]1[cH:4][c:5]2[c:6]([CH:12]3[CH2:13][CH2:14][N:15]([CH3:18])[CH2:16][CH2:17]3)[cH:7][nH:8][c:9]2[cH:10][cH:11]1.[F:19][C:20]([F:21])([F:22])[S:23]([O:24][Si:25]([CH:26]([CH3:27])[CH3:28])([CH:29]([CH3:30])[CH3:31])[CH:32]([CH3:33])[CH3:34])(=[O:35])=[O:36].[KH:1].[O:37]1[CH2:38][CH2:39][CH2:40][CH2:41]1>>[Br:2][c:3]1[cH:4][c:5]2[c:6]([CH:12]3[CH2:13][CH2:14][N:15]([CH3:18])[CH2:16][CH2:17]3)[cH:7][n:8]([Si:25]([CH:26]([CH3:27])[CH3:28])([CH:29]([CH3:30])[CH3:31])[CH:32]([CH3:33])[CH3:34])[c:9]2[cH:10][cH:11]1. The product is CC(C)[Si](C(C)C)(C(C)C)n1cc(C2CCN(C)CC2)c2cc(Br)ccc21. Reactants: CN1CCC(c2c[nH]c3ccc(Br)cc23)CC1, CC(C)[Si](OS(=O)(=O)C(F)(F)F)(C(C)C)C(C)C, [KH], C1CCOC1. The reactants are CCO, CCOC(=O)Nc1cc(OC2CCCC2)c(Cl)cc1F, [Na+], [OH-]. Yields the product Nc1cc(OC2CCCC2)c(Cl)cc1F. RXN SMILES: [CH2:23]([OH:24])[CH3:25].[F:3][c:4]1[c:5]([NH:17][C:18](=[O:19])[O:20][CH2:21][CH3:22])[cH:6][c:7]([O:11][CH:12]2[CH2:13][CH2:14][CH2:15][CH2:16]2)[c:8]([Cl:10])[cH:9]1.[Na+:2].[OH-:1]>>[F:3][c:4]1[c:5]([NH2:17])[cH:6][c:7]([O:11][CH:12]2[CH2:13][CH2:14][CH2:15][CH2:16]2)[c:8]([Cl:10])[cH:9]1. Starting materials: CN(C)c1cc(NC(=O)OC(C)(C)C)c(NC(=O)CC(=O)c2cccc(-n3cncn3)c2)cc1Cl, ClCCl, O=C(O)C(F)(F)F. The product is CN(C)c1cc2c(cc1Cl)NC(=O)CC(c1cccc(-n3cncn3)c1)=N2. Reaction SMILES: [C:1]([O:2][C:3](=[O:4])[NH:7][c:8]1[c:9]([NH:18][C:19]([CH2:20][C:21](=[O:5])[c:22]2[cH:23][c:24](-[n:28]3[n:29][cH:30][n:31][cH:32]3)[cH:25][cH:26][cH:27]2)=[O:34])[cH:10][c:11]([Cl:17])[c:12]([N:14]([CH3:15])[CH3:16])[cH:13]1)([CH3:6])([CH3:33])[CH3:35].[Cl:43][CH2:44][Cl:45].[F:36][C:37]([F:38])([F:39])[C:40]([OH:41])=[O:42]>>[N:7]1=[C:21]([c:22]2[cH:23][c:24](-[n:28]3[n:29][cH:30][n:31][cH:32]3)[cH:25][cH:26][cH:27]2)[CH2:20][C:19](=[O:34])[NH:18][c:9]2[c:8]1[cH:13][c:12]([N:14]([CH3:15])[CH3:16])[c:11]([Cl:17])[cH:10]2. The reactants are C(#N)C1=CC=C(C=C1)C1N(C(N(C=2CCCC(C12)=O)C1=CC(=CC=C1)C(F)(F)F)=O)CC(=O)O (2-(4-(4-Cyanophenyl)-2,5-dioxo-1-(3-(trifluoromethyl)phenyl)-1,2,5,6,7,8-hexahydroquinazolin-3(4H)-yl)acetic acid), C(#N)C1=CC=C(C=C1)[C@H]1N(C(N(C=2CCCC(C12)=O)C1=CC(=CC=C1)C(F)(F)F)=O)CC(=O)OC ((R)-methyl 2-(4-(4-cyanophenyl)-2,5-dioxo-1-(3-(trifluoromethyl)phenyl)-1,2,5,6,7,8-hexahydroquinazolin-3(4H)-yl)acetate), ( V001-006 ). Yields the product C(#N)C1=CC=C(C=C1)[C@H]1N(C(N(C=2CCCC(C12)=O)C1=CC(=CC=C1)C(F)(F)F)=O)CC(=O)O ((R)-2-(4-(4-Cyanophenyl)-2,5-dioxo-1-(3-(trifluoromethyl)phenyl)-1,2,5,6,7,8-hexahydroquinazolin-3(4H)-yl)acetic acid). Reaction SMILES: [C:1]([C:3]1[CH:8]=[CH:7][C:6]([CH:9]2[C:18]3[C:17](=[O:19])[CH2:16][CH2:15][CH2:14][C:13]=3[N:12]([C:20]3[CH:25]=[CH:24][CH:23]=[C:22]([C:26]([F:29])([F:28])[F:27])[CH:21]=3)[C:11](=[O:30])[N:10]2[CH2:31][C:32]([OH:34])=[O:33])=[CH:5][CH:4]=1)#[N:2].C(C1C=CC([C@@H]2C3C(=O)CCCC=3N(C3C=CC=C(C(F)(F)F)C=3)C(=O)N2CC(OC)=O)=CC=1)#N>>[C:1]([C:3]1[CH:4]=[CH:5][C:6]([C@@H:9]2[C:18]3[C:17](=[O:19])[CH2:16][CH2:15][CH2:14][C:13]=3[N:12]([C:20]3[CH:25]=[CH:24][CH:23]=[C:22]([C:26]([F:28])([F:29])[F:27])[CH:21]=3)[C:11](=[O:30])[N:10]2[CH2:31][C:32]([OH:34])=[O:33])=[CH:7][CH:8]=1)#[N:2]. Procedure: The title compound is prepared in analogy to 2-(4-(4-cyanophenyl)-2,5-dioxo-1-(3-(tri-fluoromethyl)phenyl)-1,2,5,6,7,8-hexahydroquinazolin-3(4H)-yl)acetic acid (example 32), using (R)-methyl 2-(4-(4-cyanophenyl)-2,5-dioxo-1-(3-(trifluoromethyl)phenyl)-1,2,5,6,7,8-hexahydroquinazolin-3(4H)-yl)acetate (example 31A, 30 mg, 62 μmol) as starting material. Yield: 27 mg; ESI mass spectrum [M+H]+=470; Retention time: 1.09 min (V001—006). The reactants are C(C)OC=C(C#N)C#N ((Ethoxymethylene)malononitrile), Cl.C(C)(C)NN (isopropylhydrazine hydrochloride), C(C)(C)N(CC)C(C)C (Diisopropylethylamine). The solvent is CCO (EtOH). Run at time 18 hour. Yields the product NC1=C(C=NN1C(C)C)C#N (5-amino-1-isopropyl-1H-pyrazole-4-carbonitrile). As a reaction SMILES: C(O[CH:4]=[C:5]([C:8]#[N:9])[C:6]#[N:7])C.Cl.[CH:11]([NH:14][NH2:15])([CH3:13])[CH3:12].C(N(C(C)C)CC)(C)C>CCO>[NH2:9][C:8]1[N:14]([CH:11]([CH3:13])[CH3:12])[N:15]=[CH:4][C:5]=1[C:6]#[N:7] |f:1.2|. Procedure details: (Ethoxymethylene)malononitrile (12.83 g, 105 mmol) and isopropylhydrazine hydrochloride (11.06 g, 100 mmol) were combined in EtOH (250 mL). Diisopropylethylamine (36.6 mL, 210 mmol) was added drop-wise, resulting in some warming of the reaction mixture. The reaction was allowed to stir for about 18 h at room temp. Volatiles were then removed in vacuo, and the resulting viscous yellow oil was dissolved in dichloromethane and loaded onto a short column of silica gel. The column was eluted with dic... Reactants: CN(C=O)c1ccccc1, O=c1cc2c(nn1-c1ccc(Cl)cc1)-c1ccsc1CCC2, O. The product is O=Cc1cc2c(s1)CCCc1cc(=O)n(-c3ccc(Cl)cc3)nc1-2. RXN SMILES: [CH3:1][N:2]([c:3]1[cH:4][cH:5][cH:6][cH:7][cH:8]1)[CH:9]=[O:10].[Cl:11][c:12]1[cH:13][cH:14][c:15](-[n:18]2[n:19][c:20]3[c:21]([cH:22][c:23]2=[O:24])[CH2:25][CH2:26][CH2:27][c:28]2[c:29]-3[cH:30][cH:31][s:32]2)[cH:16][cH:17]1.[OH2:33]>>[CH:9](=[O:10])[c:31]1[cH:30][c:29]2[c:28]([s:32]1)[CH2:27][CH2:26][CH2:25][c:21]1[c:20]-2[n:19][n:18](-[c:15]2[cH:14][cH:13][c:12]([Cl:11])[cH:17][cH:16]2)[c:23](=[O:24])[cH:22]1.